This data is from the Open Reaction Database (ORD), a public repository of structured organic reaction records. The task is: describe an organic reaction: reactants, conditions, products, and yield Starting materials: C1(=CC=CC=C1)CCCCNC([C@H]1N(CCC1)C[C@H](CC(C)C)N)=O (1-[2-(S)-amino-4-methylpentyl]-L-proline 4-phenylbutylamide), C(C)(=O)OC(C)=O (acetic anhydride). Yields the product C1(=CC=CC=C1)CCCCNC([C@H]1N(CCC1)C[C@H](CC(C)C)NC(C)=O)=O (1-[2-(S)-Acetylamino-4-methylpentyl]-L-proline 4-Phenylbutylamide). Yield: 83.0%. RXN SMILES: [C:1]1([CH2:7][CH2:8][CH2:9][CH2:10][NH:11][C:12](=[O:25])[C@@H:13]2[CH2:17][CH2:16][CH2:15][N:14]2[CH2:18][C@@H:19]([NH2:24])[CH2:20][CH:21]([CH3:23])[CH3:22])[CH:6]=[CH:5][CH:4]=[CH:3][CH:2]=1.[C:26](OC(=O)C)(=[O:28])[CH3:27]>>[C:1]1([CH2:7][CH2:8][CH2:9][CH2:10][NH:11][C:12](=[O:25])[C@@H:13]2[CH2:17][CH2:16][CH2:15][N:14]2[CH2:18][C@@H:19]([NH:24][C:26](=[O:28])[CH3:27])[CH2:20][CH:21]([CH3:22])[CH3:23])[CH:6]=[CH:5][CH:4]=[CH:3][CH:2]=1. Procedure details: Using the procedure described in Example 7, treatment of 1-[2-(S)-amino-4-methylpentyl]-L-proline 4-phenylbutylamide (106 mg) with acetic anhydride (40 uL) provided 89 mg (83%) of the title compound. The 1H NMR and Mass spectrum analysis of this compound was consistent with the structure. Starting materials: ice, 1-N, Cl.CCOCC (HCl ether), OC1=C(CN2CCN(CC2)C(=S)SC)C=CC=C1O (methyl 4-(2,3-dihydroxybenzyl)-1-piperazinecarbodithioate). The solvent is CC(=O)C (acetone). Product: Cl.OC1=C(CN2CCN(CC2)C(=S)SC)C=CC=C1O (Methyl 4-(2,3-dihydroxybenzyl)-1-piperazinecarbodithioate hydrochloride). The yield is 76.2%. RXN SMILES: [OH:1][C:2]1[C:18]([OH:19])=[CH:17][CH:16]=[CH:15][C:3]=1[CH2:4][N:5]1[CH2:10][CH2:9][N:8]([C:11]([S:13][CH3:14])=[S:12])[CH2:7][CH2:6]1.[ClH:20].CCOCC>CC(C)=O>[ClH:20].[OH:1][C:2]1[C:18]([OH:19])=[CH:17][CH:16]=[CH:15][C:3]=1[CH2:4][N:5]1[CH2:6][CH2:7][N:8]([C:11]([S:13][CH3:14])=[S:12])[CH2:9][CH2:10]1 |f:1.2,4.5|. Reported procedure: In 3 ml of acetone was dissolved 250 mg of methyl 4-(2,3-dihydroxybenzyl)-1-piperazinecarbodithioate. To the solution was dropwise added under chilling with ice 0.84 ml of 1-N HCl/ether mixture, and the resulting mixture was stirred at room temperature. The solvent was distilled off under reduced pressure. The residue was stirred at room temperature with 2 ml of acetone. Precipitated crystals were collected by filtration and washed with 4 ml of acetone to give 213 mg of the desired compound as a... Starting materials: C1(=CC=CC=C1)C(O)(C1CCNCC1)C1=CC=C(C=C1)C (α-phenyl-α-(p-tolyl)-4-piperidinemethanol), C(C)(C)(C)C1=CC=C(C=C1)C(CCCCl)=O (4'-tert-butyl-4-chlorobutyrophenone), C([O-])(O)=O.[K+] (potassium bicarbonate), [I-].[K+] (potassium iodide). The solvent is C1(=CC=CC=C1)C (toluene), O (water), C1(=CC=CC=C1)C (toluene). Product: Cl.C(C)(C)(C)C1=CC=C(C=C1)C(CCCN1CCC(CC1)=C(C1=CC=CC=C1)C1=CC=C(C=C1)C)=O (4'-tert-butyl-4-[4-[α-(p-tolyl)benzylidene]piperidino]butyrophenone hydrochloride). RXN SMILES: [C:1]1([C:7]([C:15]2[CH:20]=[CH:19][C:18]([CH3:21])=[CH:17][CH:16]=2)([CH:9]2[CH2:14][CH2:13][NH:12][CH2:11][CH2:10]2)O)[CH:6]=[CH:5][CH:4]=[CH:3][CH:2]=1.[C:22]([C:26]1[CH:31]=[CH:30][C:29]([C:32](=[O:37])[CH2:33][CH2:34][CH2:35][Cl:36])=[CH:28][CH:27]=1)([CH3:25])([CH3:24])[CH3:23].C(=O)(O)[O-].[K+].[I-].[K+]>C1(C)C=CC=CC=1.O>[ClH:36].[C:22]([C:26]1[CH:27]=[CH:28][C:29]([C:32](=[O:37])[CH2:33][CH2:34][CH2:35][N:12]2[CH2:13][CH2:14][C:9](=[C:7]([C:15]3[CH:20]=[CH:19][C:18]([CH3:21])=[CH:17][CH:16]=3)[C:1]3[CH:6]=[CH:5][CH:4]=[CH:3][CH:2]=3)[CH2:10][CH2:11]2)=[CH:30][CH:31]=1)([CH3:25])([CH3:24])[CH3:23] |f:2.3,4.5,8.9|. Procedure: A mixture of 25.4 g (0.0905 mole) of α-phenyl-α-(p-tolyl)-4-piperidinemethanol, 26.2 g (0.11 mole) of 4'-tert-butyl-4-chlorobutyrophenone, 22 g of potassium bicarbonate, 0.1 g of potassium iodide, 250 ml of toluene, and 40 ml of water is refluxed for 88 hours. Upon cooling to room temperature the toluene layer is separated, and the aqueous layer is extracted with toluene. The combined toluene extracts are dried over magnesium sulfate, filtered and the filtrate is treated with ethereal HCl. The r...